Dataset: the Open Reaction Database (ORD), a public repository of structured organic reaction records. Task: describe an organic reaction: reactants, conditions, products, and yield Reactants: OC(C(C)C)(C=1N=CN(C1)C(C1=CC=CC=C1)(C1=CC=CC=C1)C1=CC=CC=C1)C1=CC=C(C=C1)B(O)O (4-[1-hydroxy-2-methyl-1-(1-trityl-1H-imidazol-4-yl)propyl]phenylboronic acid), BrC=1C=C(C=CC1)NC(CC)=O (N-(3-bromophenyl)propanamide). The reagents and catalysts are C=1C=CC(=CC1)[P](C=2C=CC=CC2)(C=3C=CC=CC3)[Pd]([P](C=4C=CC=CC4)(C=5C=CC=CC5)C=6C=CC=CC6)([P](C=7C=CC=CC7)(C=8C=CC=CC8)C=9C=CC=CC9)[P](C=1C=CC=CC1)(C=1C=CC=CC1)C=1C=CC=CC1 (tetrakis(triphenylphosphine)palladium(0)). Yields the product OC(C(C)C)(C=1N=CN(C1)C(C1=CC=CC=C1)(C1=CC=CC=C1)C1=CC=CC=C1)C1=CC=C(C=C1)C1=CC(=CC=C1)NC(CC)=O (N-{4′-[1-hydroxy-2-methyl-1-(1-trityl-1H-imidazol-4-yl)propyl][1,1′-biphenyl]-3-yl}propanamide). Yield: 33.5%. As a reaction SMILES: [OH:1][C:2]([C:30]1[CH:35]=[CH:34][C:33](B(O)O)=[CH:32][CH:31]=1)([C:6]1[N:7]=[CH:8][N:9]([C:11]([C:24]2[CH:29]=[CH:28][CH:27]=[CH:26][CH:25]=2)([C:18]2[CH:23]=[CH:22][CH:21]=[CH:20][CH:19]=2)[C:12]2[CH:17]=[CH:16][CH:15]=[CH:14][CH:13]=2)[CH:10]=1)[CH:3]([CH3:5])[CH3:4].Br[C:40]1[CH:41]=[C:42]([NH:46][C:47](=[O:50])[CH2:48][CH3:49])[CH:43]=[CH:44][CH:45]=1>C1C=CC([P]([Pd]([P](C2C=CC=CC=2)(C2C=CC=CC=2)C2C=CC=CC=2)([P](C2C=CC=CC=2)(C2C=CC=CC=2)C2C=CC=CC=2)[P](C2C=CC=CC=2)(C2C=CC=CC=2)C2C=CC=CC=2)(C2C=CC=CC=2)C2C=CC=CC=2)=CC=1>[OH:1][C:2]([C:30]1[CH:35]=[CH:34][C:33]([C:44]2[CH:45]=[CH:40][CH:41]=[C:42]([NH:46][C:47](=[O:50])[CH2:48][CH3:49])[CH:43]=2)=[CH:32][CH:31]=1)([C:6]1[N:7]=[CH:8][N:9]([C:11]([C:24]2[CH:29]=[CH:28][CH:27]=[CH:26][CH:25]=2)([C:18]2[CH:23]=[CH:22][CH:21]=[CH:20][CH:19]=2)[C:12]2[CH:17]=[CH:16][CH:15]=[CH:14][CH:13]=2)[CH:10]=1)[CH:3]([CH3:5])[CH3:4] |^1:54,56,75,94|. Reported procedure: By the reaction in the same manner as in Example 33-(ii) using 4-[1-hydroxy-2-methyl-1-(1-trityl-1H-imidazol-4-yl)propyl]phenylboronic acid (3.12 g), N-(3-bromophenyl)propanamide (1.56 g) and tetrakis(triphenylphosphine)palladium(0) (0.133 g), the title compound (1.26 g) was obtained as a colorless amorphous powder. Starting materials: CCOC(=O)C(C)C(Cc1ccc(-c2cccc(Cl)c2)cc1)NC(=O)OC(C)(C)C, ClCCl, O=C(O)C(F)(F)F. The product is CCOC(=O)C(C)C(N)Cc1ccc(-c2cccc(Cl)c2)cc1, O=C(O)C(F)(F)F. As a reaction SMILES: [CH2:1]([CH3:2])[O:3][C:4]([CH:5]([CH:6]([CH2:7][c:8]1[cH:9][cH:10][c:11](-[c:14]2[cH:15][c:16]([Cl:20])[cH:17][cH:18][cH:19]2)[cH:12][cH:13]1)[NH:21][C:22]([O:23][C:24]([CH3:25])([CH3:26])[CH3:27])=[O:28])[CH3:29])=[O:30].[Cl:38][CH2:39][Cl:40].[F:31][C:32]([C:33](=[O:34])[OH:35])([F:36])[F:37]>>[CH2:1]([CH3:2])[O:3][C:4]([CH:5]([CH:6]([CH2:7][c:8]1[cH:9][cH:10][c:11](-[c:14]2[cH:15][c:16]([Cl:20])[cH:17][cH:18][cH:19]2)[cH:12][cH:13]1)[NH2:21])[CH3:29])=[O:30].[F:31][C:32]([C:33](=[O:34])[OH:35])([F:36])[F:37]. Reactants: BrC=1C=C(CCN)C=CC1F (N-(3-bromo-4-fluorobenzyl)methylamine), C([O-])([O-])=O.[Na+].[Na+] (sodium carbonate), CN(C=O)C (N,N-dimethylformamide), BrCC=CC#CC(C)(C)C (1-bromo-6,6-dimethyl-2-hepten-4-yne), CN(C=O)C (N,N-dimethylformamide). The product is CC(C#C/C=C/CN(C)CC1=CC(=C(C=C1)F)Br)(C)C (trans-N-(6,6-Dimethyl-2-hepten-4-ynyl)-N-methyl-(3-bromo-4-fluorobenzyl)amine). Isolated yield 42.9%. Reaction SMILES: [Br:1][C:2]1[CH:3]=[C:4]([CH:8]=[CH:9][C:10]=1[F:11])[CH2:5]CN.C(=O)([O-])[O-].[Na+].[Na+].Br[CH2:19][CH:20]=[CH:21][C:22]#[C:23][C:24]([CH3:27])([CH3:26])[CH3:25].[CH3:28][N:29](C)C=O>>[CH3:25][C:24]([CH3:27])([CH3:26])[C:23]#[C:22]/[CH:21]=[CH:20]/[CH2:19][N:29]([CH2:5][C:4]1[CH:8]=[CH:9][C:10]([F:11])=[C:2]([Br:1])[CH:3]=1)[CH3:28] |f:1.2.3|. Procedure: N-(3-bromo-4-fluorobenzyl)methylamine (4.00 g; 18.3 mmol) and sodium carbonate (2.78 g; 26.3 mmol) were added to N,N-dimethylformamide (35 ml). While the mixture was stirred at room temperature, 1-bromo-6,6-dimethyl-2-hepten-4-yne (3.51 g; 17.5 mmol) in N,N-dimethylformamide (15 ml) was added dropwise. The mixture was stirred for 4 hours at room temperature, and the mixture was poured into ice+saturated aqueous sodium bicarbonate solution, followed by extraction with ethyl acetate (100 ml). The ... The reactants are C(CCCCCCCCC)C1(C2=CC(=CC=C2C=2C=CC(=CC12)I)I)CCCCCCCCCC (9,9-didecyl-2,7-diiodofluorene), C1(=CC=CC=C1)NC1=CC=CC=C1 (diphenylamine), hexanes CH2Cl2. Run at time 4 day. Product: C(CCCCCCCCC)C1(C2=CC(=CC=C2C=2C=CC(=CC12)N(C1=CC=CC=C1)C1=CC=CC=C1)I)CCCCCCCCCC ((9,9-Didecyl-7-iodofluoren-2-yl)-diphenylamine). As a reaction SMILES: [CH2:1]([C:11]1([CH2:26][CH2:27][CH2:28][CH2:29][CH2:30][CH2:31][CH2:32][CH2:33][CH2:34][CH3:35])[C:23]2[CH:22]=[C:21]([I:24])[CH:20]=[CH:19][C:18]=2C2C1=CC(I)=CC=2)[CH2:2][CH2:3][CH2:4][CH2:5][CH2:6][CH2:7][CH2:8][CH2:9][CH3:10].[C:36]1([NH:42][C:43]2[CH:48]=[CH:47][CH:46]=[CH:45][CH:44]=2)[CH:41]=[CH:40][CH:39]=[CH:38][CH:37]=1>>[CH2:26]([C:11]1([CH2:1][CH2:2][CH2:3][CH2:4][CH2:5][CH2:6][CH2:7][CH2:8][CH2:9][CH3:10])[C:45]2[CH:44]=[C:43]([N:42]([C:18]3[CH:19]=[CH:20][CH:21]=[CH:22][CH:23]=3)[C:36]3[CH:37]=[CH:38][CH:39]=[CH:40][CH:41]=3)[CH:48]=[CH:47][C:46]=2[C:18]2[C:23]1=[CH:22][C:21]([I:24])=[CH:20][CH:19]=2)[CH2:27][CH2:28][CH2:29][CH2:30][CH2:31][CH2:32][CH2:33][CH2:34][CH3:35]. Procedure: 9,9-Didecyl-7-iodofluoren-2-yl)diphenylamine (15) (0.49 g, 0.66 mmol) was subjected to similar Ullmann condensation reaction with 9,9-didecyl-2,7-bis(phenylamino)fluorene (0.17 g, 0.27 mmol) to yield the desired product. (9,9-Didecyl-7-iodofluoren-2-yl)diphenylamine (15) was prepared by reaction of 9,9-didecyl-2,7-diiodofluorene (reported in Example 7) with one equivalent of diphenylamine. TLC analysis (60:40 hexanes/CH2Cl2) indicated condensation was complete after 4 days. The orange-brown oil ... Starting materials: N (ammonia), obtained product, O1CCCC1 (tetrahydrofurane), O[C@H](CC(=O)O)C1=CC=CC=C1 ((R)-3-hydroxy-3-phenylpropionic acid), ClC1=CC=C(C=C1)N1CCNCC1 (4-chloro phenylpiperazine), O1CCCC1 (tetrahydrofurane), C(CCl)Cl (EDC), C=1C=CC2=C(C1)N=NN2O (HOBt), 1,1′-carbodimidazole. Solvent: O (water). Run at temperature 25 celsius, time 5 hour. Yields the product ClC1=CC=C(C=C1)N1CCN(CC1)C(C[C@H](C1=CC=CC=C1)OC(N)=O)=O ((R)-carbamic acid 3-[4-(4-chloro-phenyl)-piperazine-1-yl]-3-oxo-1-phenyl-propyl ester). Yield: 52.5%. Reaction SMILES: [OH:1][C@@H:2]([C:7]1[CH:12]=[CH:11][CH:10]=[CH:9][CH:8]=1)[CH2:3][C:4]([OH:6])=O.[Cl:13][C:14]1[CH:19]=[CH:18][C:17]([N:20]2[CH2:25][CH2:24][NH:23][CH2:22][CH2:21]2)=[CH:16][CH:15]=1.C(Cl)CCl.C1C=C[C:33]2[N:38](O)N=NC=2C=1.N.[O:41]1CCCC1>O>[Cl:13][C:14]1[CH:15]=[CH:16][C:17]([N:20]2[CH2:25][CH2:24][N:23]([C:4](=[O:6])[CH2:3][C@@H:2]([O:1][C:33](=[O:41])[NH2:38])[C:7]3[CH:12]=[CH:11][CH:10]=[CH:9][CH:8]=3)[CH2:22][CH2:21]2)=[CH:18][CH:19]=1. Reported procedure: 1.0 g (6.0 mmole) of (R)-3-hydroxy-3-phenylpropionic acid and 1.18 g (6.0 mmole) of 4-chloro phenylpiperazine were dissolved in 50 mL of tetrahydrofurane as a solvent at room temperature, and 1.24 g (6.0 mmole) of EDC and 0.81 g (6 mmole) of HOBt were dropped thereinto and stirred at a temperature of 25° C. for 5 hours. Excess solvent was removed therefrom by distillation under reduced pressure, and the resultant product was neutralized with 20 mL of 1 N aqueous sodium chloride solution, and 25 ... Reactants: ClC=1C=C(N)C=CC1C (3-chloro-4-methylaniline), N1=CC=CC=C1 (pyridine), ClC(=O)OC (Methyl chloroformate). Solvent: C(Cl)(Cl)Cl (chloroform). Reaction conditions: time 16 hour. Product: COC(NC1=CC(=C(C=C1)C)Cl)=O (methyl(3-chloro-4-methylphenyl)carbamate). Reaction SMILES: [Cl:1][C:2]1[CH:3]=[C:4]([CH:6]=[CH:7][C:8]=1[CH3:9])[NH2:5].N1C=CC=CC=1.Cl[C:17]([O:19][CH3:20])=[O:18]>C(Cl)(Cl)Cl>[CH3:20][O:19][C:17](=[O:18])[NH:5][C:4]1[CH:6]=[CH:7][C:8]([CH3:9])=[C:2]([Cl:1])[CH:3]=1. Procedure: To a stirred solution of 10.0 grams (0.071 mole) of 3-chloro-4-methylaniline in 100 ml of chloroform was added 16.7 grams (0.212 mole) of pyridine. Methyl chloroformate, 8.0 grams (0.085 mole), was then added dropwise during a 20 minute period. During the addition the reaction mixture temperature was held between 25°-30° C. with external cooling. Upon completion of addition the reaction mixture was stirred at ambient temperature for 16 hours. The reaction mixture was washed into a separatory fun...